This data is from the Open Reaction Database (ORD), a public repository of structured organic reaction records. The task is: describe an organic reaction: reactants, conditions, products, and yield Reactants: O1C(=CC=C1)C(CC(C)=O)=O (1-(2-furyl)-1,3-butanedione), NN (hydrazine). Solvent: CO (MeOH). Conditions: time 24 hour. Product: O1C(=CC=C1)C1=NNC(=C1)C (3-furan-2-yl-5-methylpyrazole). Yield: 97.9%. RXN SMILES: [O:1]1[CH:5]=[CH:4][CH:3]=[C:2]1[C:6](=O)[CH2:7][C:8](=O)[CH3:9].[NH2:12][NH2:13]>CO>[O:1]1[CH:5]=[CH:4][CH:3]=[C:2]1[C:6]1[CH:7]=[C:8]([CH3:9])[NH:13][N:12]=1. Reported procedure: To a solution of 1.07 g (7.03 mmol) of 1-(2-furyl)-1,3-butanedione in 26 mL of MeOH at 25° C. was added 0.442 mL (14.07 mmol) of hydrazine. The reaction was stirred for 24 h then concentrated in vacuo. The residue was purified by silica gel flash column chromatography using hexanes/EtOAc (1:1) as eluent to give 1.02 g (98%) of title compound: low resolution MS (Cl) m/e 149 (MH+).